The task is: describe an organic reaction: reactants, conditions, products, and yield. This data is from the Open Reaction Database (ORD), a public repository of structured organic reaction records. Reactants: O=C(O)CCC(=O)c1ccc(Br)cc1, Cc1ccccc1, OB(O)c1ccc(Cl)s1, [Na+], [Na+], O=C([O-])[O-], c1ccc(P(c2ccccc2)(c2ccccc2)[Pd](P(c2ccccc2)(c2ccccc2)c2ccccc2)(P(c2ccccc2)(c2ccccc2)c2ccccc2)P(c2ccccc2)(c2ccccc2)c2ccccc2)cc1. Product: O=C(O)CCC(=O)c1ccc(-c2ccc(Cl)s2)cc1. As a reaction SMILES: [Br:10][c:11]1[cH:12][cH:13][c:14]([C:17]([CH2:18][CH2:19][C:20](=[O:21])[OH:22])=[O:23])[cH:15][cH:16]1.[CH3:107][c:108]1[cH:109][cH:110][cH:111][cH:112][cH:113]1.[Cl:1][c:2]1[cH:3][cH:4][c:5]([B:7]([OH:8])[OH:9])[s:6]1.[Na+:24].[Na+:25].[O-:26][C:27](=[O:28])[O-:29].[cH:30]1[cH:31][cH:32][c:33]([P:34]([Pd:35]([P:36]([c:37]2[cH:38][cH:39][cH:40][cH:41][cH:42]2)([c:43]2[cH:44][cH:45][cH:46][cH:47][cH:48]2)[c:49]2[cH:50][cH:51][cH:52][cH:53][cH:54]2)([P:55]([c:56]2[cH:57][cH:58][cH:59][cH:60][cH:61]2)([c:62]2[cH:63][cH:64][cH:65][cH:66][cH:67]2)[c:68]2[cH:69][cH:70][cH:71][cH:72][cH:73]2)[P:74]([c:75]2[cH:76][cH:77][cH:78][cH:79][cH:80]2)([c:81]2[cH:82][cH:83][cH:84][cH:85][cH:86]2)[c:87]2[cH:88][cH:89][cH:90][cH:91][cH:92]2)([c:93]2[cH:94][cH:95][cH:96][cH:97][cH:98]2)[c:99]2[cH:100][cH:101][cH:102][cH:103][cH:104]2)[cH:105][cH:106]1>>[Cl:1][c:2]1[cH:3][cH:4][c:5](-[c:11]2[cH:12][cH:13][c:14]([C:17]([CH2:18][CH2:19][C:20](=[O:21])[OH:22])=[O:23])[cH:15][cH:16]2)[s:6]1. The product is BrC=1C=C2C=NN(C2=CC1)C1=CC=C(C=C1)OC (5-Bromo-1-(4-methoxy-phenyl)-1H-indazole). Reported procedure: In analogy to Example 187, step 1, 4-methoxyphenylhydrazine was reacted with 2,5-dibromobenzaldehyde to give the title compound as a light brown solid. MS (m/e)=303.0 [M+H+]. RXN SMILES: [CH3:1][O:2][C:3]1[CH:8]=[CH:7][C:6]([NH:9][NH2:10])=[CH:5][CH:4]=1.Br[C:12]1[CH:19]=[CH:18][C:17]([Br:20])=[CH:16][C:13]=1[CH:14]=O>>[Br:20][C:17]1[CH:16]=[C:13]2[C:12](=[CH:19][CH:18]=1)[N:9]([C:6]1[CH:7]=[CH:8][C:3]([O:2][CH3:1])=[CH:4][CH:5]=1)[N:10]=[CH:14]2. The reactants are COC1=CC=C(C=C1)NN (4-methoxyphenylhydrazine), BrC1=C(C=O)C=C(C=C1)Br (2,5-dibromobenzaldehyde). Reactants: C(C)(C)(C)OC(=O)NC1=NC=C(C=N1)C(=O)N1CCC(CC1)N1CCC(CC1)N1C(NC2=C1C=CC=C2)=O (1,3-dihydro-1-{1-[1-(2-tert-butoxycarbonylamino-5-pyrimidinylcarbonyl)piperidin-4-yl]piperidin-4-yl}-2H-benzimidazol-2-one), Cl (HCl). The solvent is C(C)(=O)OCC (ethyl acetate). Conditions: temperature -50 celsius. Product: Cl.Cl.NC1=NC=C(C=N1)C(=O)N1CCC(CC1)N1CCC(CC1)N1C(NC2=C1C=CC=C2)=O (1,3-dihydro-1-{1-[1-(2-amino-5-pyrimidinecarbonyl)piperidin-4-yl]piperidin-4-yl}-2H-benzimidazol-2-one dihydrochloride salt). RXN SMILES: C(OC([NH:8][C:9]1[N:14]=[CH:13][C:12]([C:15]([N:17]2[CH2:22][CH2:21][CH:20]([N:23]3[CH2:28][CH2:27][CH:26]([N:29]4[C:33]5[CH:34]=[CH:35][CH:36]=[CH:37][C:32]=5[NH:31][C:30]4=[O:38])[CH2:25][CH2:24]3)[CH2:19][CH2:18]2)=[O:16])=[CH:11][N:10]=1)=O)(C)(C)C.[ClH:39]>C(OCC)(=O)C>[ClH:39].[ClH:39].[NH2:8][C:9]1[N:10]=[CH:11][C:12]([C:15]([N:17]2[CH2:18][CH2:19][CH:20]([N:23]3[CH2:28][CH2:27][CH:26]([N:29]4[C:33]5[CH:34]=[CH:35][CH:36]=[CH:37][C:32]=5[NH:31][C:30]4=[O:38])[CH2:25][CH2:24]3)[CH2:21][CH2:22]2)=[O:16])=[CH:13][N:14]=1 |f:3.4.5|. Reported procedure: The 1,3-dihydro-1-{1-[1-(2-tert-butoxycarbonylamino-5-pyrimidinylcarbonyl)piperidin-4-yl]piperidin-4-yl}-2H-benzimidazol-2-one was dissolved in ethyl acetate, cooled to -50° C. and treated with a stream of HCl gas for 2 min. The reaction mixture was allowed to warm to room temperature and stir for several hours, and then concentrated to dryness under reduced pressure. The product 1,3-dihydro-1-{1-[1-(2-amino-5-pyrimidinecarbonyl)piperidin-4-yl]piperidin-4-yl}-2H-benzimidazol-2-one dihydrochlorid... Starting materials: O=C(Cl)OCC1c2ccccc2-c2ccccc21, NC(CC(=O)O)C(=O)O, [Na+], [Na+], O=C([O-])[O-], C1COCCO1, O. Yields the product O=C(O)CC(NC(=O)OCC1c2ccccc2-c2ccccc21)C(=O)O. Reaction SMILES: [Cl:10][C:11](=[O:12])[O:13][CH2:14][CH:15]1[c:16]2[cH:17][cH:18][cH:19][cH:20][c:21]2-[c:22]2[cH:23][cH:24][cH:25][cH:26][c:27]21.[NH2:1][CH:2]([CH2:3][C:4]([OH:5])=[O:6])[C:7]([OH:8])=[O:9].[Na+:28].[Na+:29].[O-:30][C:31](=[O:32])[O-:33].[O:34]1[CH2:35][CH2:36][O:37][CH2:38][CH2:39]1.[OH2:40]>>[NH:1]([CH:2]([CH2:3][C:4]([OH:5])=[O:6])[C:7]([OH:8])=[O:9])[C:11](=[O:12])[O:13][CH2:14][CH:15]1[c:16]2[cH:17][cH:18][cH:19][cH:20][c:21]2-[c:22]2[cH:23][cH:24][cH:25][cH:26][c:27]21. The reactants are FC(CC(=O)Cl)=C(F)F (3,4,4-trifluoro-3-butenoyl chloride), NN (hydrazine). Run in CCOCC (ether). Reaction conditions: temperature -78 celsius. Yields the product FC(CC(=O)NNC(CC(=C(F)F)F)=O)=C(F)F (3,4,4-trifluoro-3-butenoic acid, 2-(3,4,4-trifluoro-1-oxo-3-butenyl)hydrazide). Isolated yield 52.8%. As a reaction SMILES: [F:1][C:2](=[C:7]([F:9])[F:8])[CH2:3][C:4](Cl)=[O:5].[NH2:10][NH2:11]>CCOCC>[F:1][C:2](=[C:7]([F:9])[F:8])[CH2:3][C:4]([NH:10][NH:11][C:4](=[O:5])[CH2:3][C:2]([F:1])=[C:7]([F:9])[F:8])=[O:5]. Reported procedure: A solution of 3,4,4-trifluoro-3-butenoyl chloride (2.4 g, 0.0151 mole) in dry ether (20 mL) is treated dropwise with anhydrous hydrazine (0.48 g, 0.15 mole) with stirring at -78° C. The mixture is allowed to reach room temperature and the white precipitate is filtered and dissolved in ethyl acetate. The ethyl acetate solution is washed with 5% sodium bicarbonate and dried. Evaporation of the solvent gave 1.1 g of the desired product as a white solid, a 47% yield. m.p. 191°-193° C. The reactants are C=CC(CCCC(C)=C)=C (Alpha-myrcene), ClCC(=C)CCCC(C=C)=C (2-chloromethyl-6-methyleneocta-1,7-diene), CC(CCCCCCC)([Mg]Cl)C (dimethyloctyl magnesium chloride). Yields the product C=C(C=C)CCCC(CCCC(CCCC(C)C)C)=C (3,7-dimethylene-11,15-dimethylhexadec-1-ene). Reaction SMILES: [CH2:1]=[CH:2][C:3](=[CH2:10])[CH2:4][CH2:5][CH2:6][C:7](=[CH2:9])[CH3:8].Cl[CH2:12][C:13]([CH2:15][CH2:16][CH2:17][C:18](=[CH2:21])[CH:19]=[CH2:20])=[CH2:14].CC(C)([Mg]Cl)CCCCCCC>>[CH2:10]=[C:3]([CH2:4][CH2:5][CH2:6][C:7](=[CH2:8])[CH2:9][CH2:20][CH2:19][CH:18]([CH3:21])[CH2:17][CH2:16][CH2:15][CH:13]([CH3:14])[CH3:12])[CH:2]=[CH2:1]. Reported procedure: Alpha-myrcene (6-methylene-2-methylocta-1,7-diene) is chlorinated to 2-chloromethyl-6-methyleneocta-1,7-diene. This is reacted with dimethyloctyl magnesium chloride to produce 3,7-dimethylene-11,15-dimethylhexadec-1-ene. This compound yields 7-methylene-3,11,15-trimethylhexadec-2-en-1-ol which, when reacted with TMHQ and hydrogenated, produces Vitamin E. Starting materials: C(C)OCCN1C(=NC2=C1C=CC=C2)N2CCNCCC2 (4-(1-(2-ethoxyethyl)-1H-benzimidazol-2-yl)[1,4]diazepane), I (hydriodic acid). Solvent: C(C)O (ethanol). Reaction conditions: time 2.5 hour. The product is I.C(C)OCCN1C(=NC2=C1C=CC=C2)N2CCNCCC2 (4-(1-(2-Ethoxyethyl)-1H-benzimidazol-2-yl)[1,4]diazepane hydriodic Acid Salt). Reaction SMILES: [CH2:1]([O:3][CH2:4][CH2:5][N:6]1[C:10]2[CH:11]=[CH:12][CH:13]=[CH:14][C:9]=2[N:8]=[C:7]1[N:15]1[CH2:21][CH2:20][CH2:19][NH:18][CH2:17][CH2:16]1)[CH3:2].[IH:22]>C(O)C>[IH:22].[CH2:1]([O:3][CH2:4][CH2:5][N:6]1[C:10]2[CH:11]=[CH:12][CH:13]=[CH:14][C:9]=2[N:8]=[C:7]1[N:15]1[CH2:21][CH2:20][CH2:19][NH:18][CH2:17][CH2:16]1)[CH3:2] |f:3.4|. Reported procedure: Alternately, combine 4-(1-(2-ethoxyethyl)-1H-benzimidazol-2-yl)[1,4]diazepane (18.42 g, 63.9 mmol), 57% hydriodic acid (8.30 mL), ethanol (80 mL) and stir. After 2.5 hours, cool to give a solid. Collect the solid by filtration, rinse with diethyl ether, and dry in vacuo to give the title compound. Solvent: C(C)O (ethanol). The reactants are [Cl-].O[NH3+] (hydroxylammonium chloride), FC(C(=O)C1=CC=CC=C1)(F)F (2,2,2-trifluoroacetophenone). Yield: 80.5%. As a reaction SMILES: [Cl-].[OH:2][NH3+:3].[F:4][C:5]([F:15])([F:14])[C:6]([C:8]1[CH:13]=[CH:12][CH:11]=[CH:10][CH:9]=1)=O>C(O)C>[F:4][C:5]([F:15])([F:14])[C:6](=[N:3][OH:2])[C:8]1[CH:13]=[CH:12][CH:11]=[CH:10][CH:9]=1 |f:0.1|. Conditions: time 16 hour. Product: FC(C(C1=CC=CC=C1)=NO)(F)F (2,2,2-trifluoroacetophenone oxime). Reported procedure: A mixture of hydroxylammonium chloride (13.9 g, 200 mmol) and 2,2,2-trifluoroacetophenone (17.4 g, 92 mmol) in absolute ethanol (150 ml) was heated at reflux for 1 h and then stirred at ambient temperature for 16 h. The solvent was evaporated in vacuo, the residue suspended in water (100 ml), filtered and washed with water (20 ml), n-heptane (20 ml) and dried to give 14.0 g 2,2,2-trifluoroacetophenone oxime. The reactants are FC1=CC=CC=2C=CNC12. Reagents/catalysts: O1B(OC(C)(C)C1(C)C)B2OC(C)(C)C(O2)(C)C, [Ni](=C1N(C=CN1C=2C(=CC(=CC2C)C)C)C=3C(=CC(=CC3C)C)C)=C4N(C=CN4C=5C(=CC(=CC5C)C)C)C=6C(=CC(=CC6C)C)C. Solvent: CCCCCC. Reaction conditions: temperature 60 celsius, time 4 hour. Yields the product FC1=CC=CC=2C(=CNC12)B3OC(C)(C)C(O3)(C)C. Isolated yield 42.0%. The reactants are ClC1=CC=2N(C=C1)C(=CN2)C(=O)NC2=C1C(=NN(C1=CC=C2)CC2=NC(=CC=C2)C(C)C)C (7-chloro-N-(1-((6-isopropylpyridin-2-yl)methyl)-3-methyl-1H-indazol-4-yl)imidazo[1,2-a]pyridine-3-carboxamide), C[C@H]1CN(CCN1C)CCO ((S)-2-(3,4-dimethylpiperazin-1-yl)ethanol), C[C@@H]1CN(C[C@@H](N1C)C)CCO (2-((3R,5S)-3,4,5-trimethylpiperazin-1-yl)ethanol). The product is C[C@H]1CN(CCN1C)CCOC1=CC=2N(C=C1)C(=CN2)C(=O)NC2=C1C(=NN(C1=CC=C2)CC2=NC(=CC=C2)C)C ((S)-7-(2-(3,4-dimethylpiperazin-1-yl)ethoxy)-N-(3-methyl-1-((6-methylpyridin-2-yl)methyl)-1H-indazol-4-yl)imidazo[1,2-a]pyridine-3-carboxamide). The yield is 11.0%. As a reaction SMILES: Cl[C:2]1[CH:7]=[CH:6][N:5]2[C:8]([C:11]([NH:13][C:14]3[CH:22]=[CH:21][CH:20]=[C:19]4[C:15]=3[C:16]([CH3:33])=[N:17][N:18]4[CH2:23][C:24]3[CH:29]=[CH:28][CH:27]=[C:26]([CH:30](C)C)[N:25]=3)=[O:12])=[CH:9][N:10]=[C:4]2[CH:3]=1.[CH3:34][C@@H:35]1[N:40]([CH3:41])[CH2:39][CH2:38][N:37]([CH2:42][CH2:43][OH:44])[CH2:36]1.C[C@H]1N(C)[C@@H](C)CN(CCO)C1>>[CH3:34][C@@H:35]1[N:40]([CH3:41])[CH2:39][CH2:38][N:37]([CH2:42][CH2:43][O:44][C:2]2[CH:7]=[CH:6][N:5]3[C:8]([C:11]([NH:13][C:14]4[CH:22]=[CH:21][CH:20]=[C:19]5[C:15]=4[C:16]([CH3:33])=[N:17][N:18]5[CH2:23][C:24]4[CH:29]=[CH:28][CH:27]=[C:26]([CH3:30])[N:25]=4)=[O:12])=[CH:9][N:10]=[C:4]3[CH:3]=2)[CH2:36]1. Procedure details: Prepared according to Example 7, Step F, substituting 7-chloro-N-(3-methyl-1-((6-methylpyridin-2-yl)methyl)-1H-indazol-4-yl)imidazo[1,2-a]pyridine-3-carboxamide for 7-chloro-N-(1-((6-isopropylpyridin-2-yl)methyl)-3-methyl-1H-indazol-4-yl)imidazo[1,2-a]pyridine-3-carboxamide and (S)-2-(3,4-dimethylpiperazin-1-yl)ethanol for 2-((3R,5S)-3,4,5-trimethylpiperazin-1-yl)ethanol to give the title compound (11%). MS (APCI), positive scan, m/z=553.1 (M+H).